From a dataset of the Open Reaction Database (ORD), a public repository of structured organic reaction records. describe an organic reaction: reactants, conditions, products, and yield Reactants: C(C)(C)(C)OC(=O)N1[C@H](CCC1)C=1SC(=CC1)C(=O)O ((R)-2-(5-carboxythiophen-2-yl)pyrrolidine-1-carboxylic acid tert-butyl ester), C1=CN(C=N1)C(=O)N2C=CN=C2 (CDI), Cl.Cl.NC1=C(C(=O)N)C=CC=C1N (2,3-Diaminobenzamide dihydrochloride). The solvent is N1=CC=CC=C1 (pyridine), CN(C)C=O (DMF). Reaction conditions: temperature 40 celsius, time 1 hour. Yields the product C(N)(=O)C1=CC=CC=2NC(=NC21)C2=CC=C(S2)[C@@H]2N(CCC2)C(=O)OC(C)(C)C ((R)-tert-butyl 2-(5-(4-carbamoyl-1H-benzimidazol-2-yl)thiophen-2-yl)pyrrolidine-1-carboxylate). RXN SMILES: [C:1]([O:5][C:6]([N:8]1[CH2:12][CH2:11][CH2:10][C@@H:9]1[C:13]1[S:14][C:15]([C:18](O)=O)=[CH:16][CH:17]=1)=[O:7])([CH3:4])([CH3:3])[CH3:2].C1N=CN(C(N2C=NC=C2)=O)C=1.Cl.Cl.[NH2:35][C:36]1[C:44]([NH2:45])=[CH:43][CH:42]=[CH:41][C:37]=1[C:38]([NH2:40])=[O:39]>N1C=CC=CC=1.CN(C=O)C>[C:38]([C:37]1[C:36]2[N:35]=[C:18]([C:15]3[S:14][C:13]([C@H:9]4[CH2:10][CH2:11][CH2:12][N:8]4[C:6]([O:5][C:1]([CH3:2])([CH3:3])[CH3:4])=[O:7])=[CH:17][CH:16]=3)[NH:45][C:44]=2[CH:43]=[CH:42][CH:41]=1)(=[O:39])[NH2:40] |f:2.3.4|. Procedure: To a solution of EXAMPLE 16B (2.4 g) in pyridine (20 mL) and DMF (20 mL) was added CDI (1.6 g), and the mixture was stirred at 40° C. for 1 hour. 2,3-Diaminobenzamide dihydrochloride (1.8 g) was added, and the mixture stirred at ambient temperature overnight and concentrated. The concentrate was stirred in of acetic acid (20 mL) at 80° C. for 4 hours and concentrated. The concentrate was partitioned between ethyl acetate and saturated sodium bicarbonate solution, and the extract was washed with ... Reactants: C(C)OC(=O)C=1C=NC2=C(C=CC=C2C1NC1CCCC1)OC (4-cyclopentylamino-8-methoxy-quinoline-3-carboxylic acid ethyl ester), N(=C=O)C1=CC(=C(C=C1)C)C (1-isocyanato-3,4-dimethyl-benzene). The product is C1(CCCC1)N1C(N(C(C=2C=NC=3C(=CC=CC3C21)OC)=O)C2=CC(=C(C=C2)C)C)=O (1-Cyclopentyl-3-(3,4-dimethyl-phenyl)-7-methoxy-1H-pyrimido[5,4-c]quinoline-2,4-dione). The yield is 79.7%. RXN SMILES: C(O[C:4]([C:6]1[CH:7]=[N:8][C:9]2[C:14]([C:15]=1[NH:16][CH:17]1[CH2:21][CH2:20][CH2:19][CH2:18]1)=[CH:13][CH:12]=[CH:11][C:10]=2[O:22][CH3:23])=[O:5])C.[N:24]([C:27]1[CH:32]=[CH:31][C:30]([CH3:33])=[C:29]([CH3:34])[CH:28]=1)=[C:25]=[O:26]>>[CH:17]1([N:16]2[C:15]3[C:14]4[CH:13]=[CH:12][CH:11]=[C:10]([O:22][CH3:23])[C:9]=4[N:8]=[CH:7][C:6]=3[C:4](=[O:5])[N:24]([C:27]3[CH:32]=[CH:31][C:30]([CH3:33])=[C:29]([CH3:34])[CH:28]=3)[C:25]2=[O:26])[CH2:21][CH2:20][CH2:19][CH2:18]1. Procedure details: 1-Cyclopentyl-3-(3,4-dimethyl-phenyl)-7-methoxy-1H-pyrimido[5,4-c]quinoline-2,4-dione (106 mg) was prepared from 4-cyclopentylamino-8-methoxy-quinoline-3-carboxylic acid ethyl ester (0.32 mmol) and 1-isocyanato-3,4-dimethyl-benzene (0.48 mmol) following general procedure C. LCMS: m/z 416 [M+1]+. Reactants: CC1(OB(OC1(C)C)C1=CC=2C3=CC=CC=C3C3=CC=CC=C3C2C=C1)C (4,4,5,5-tetramethyl-2-(triphenylen-2-yl)-1,3,2-dioxaborolane), BrC1=CC2=C(SC3=C2C=C(C=C3)Br)C=C1 (2,8-dibromodibenzothiophene), C1(CCCCC1)P(C1=C(C=CC=C1)C1=C(C=CC=C1OC)OC)C1CCCCC1 (2-dicyclohexylphosphino-2′,6′-dimethoxybiphenyl), [O-]P(=O)([O-])[O-].[K+].[K+].[K+] (K3PO4). Reagents/catalysts: C=1C=CC(=CC1)/C=C/C(=O)/C=C/C2=CC=CC=C2.C=1C=CC(=CC1)/C=C/C(=O)/C=C/C2=CC=CC=C2.C=1C=CC(=CC1)/C=C/C(=O)/C=C/C2=CC=CC=C2.[Pd].[Pd] (Pd2 (dba)3). Run in O (water), C1(=CC=CC=C1)C (toluene). Product: C1=C(C=CC=2C3=CC=CC=C3C3=CC=CC=C3C12)C1=CC2=C(SC3=C2C=C(C=C3)C3=CC=2C4=CC=CC=C4C4=CC=CC=C4C2C=C3)C=C1 (2,8-di(triphenylen-2-yl)dibenzothiophene). Isolated yield 94.0%. RXN SMILES: CC1(C)C(C)(C)OB([C:9]2[CH:26]=[CH:25][C:24]3[C:23]4[C:18](=[CH:19][CH:20]=[CH:21][CH:22]=4)[C:17]4[C:12](=[CH:13][CH:14]=[CH:15][CH:16]=4)[C:11]=3[CH:10]=2)O1.Br[C:29]1[CH:42]=[CH:41][C:32]2[S:33][C:34]3[CH:39]=[CH:38][C:37](Br)=[CH:36][C:35]=3[C:31]=2[CH:30]=1.C1(P(C2CCCCC2)[C:50]2[CH:55]=[CH:54]C=C[C:51]=2[C:56]2[C:61](OC)=[CH:60][CH:59]=[CH:58][C:57]=2OC)CCCCC1.[O-]P([O-])([O-])=O.[K+].[K+].[K+]>C1C=CC(/C=C/C(/C=C/C2C=CC=CC=2)=O)=CC=1.C1C=CC(/C=C/C(/C=C/C2C=CC=CC=2)=O)=CC=1.C1C=CC(/C=C/C(/C=C/C2C=CC=CC=2)=O)=CC=1.[Pd].[Pd].O.C1(C)C=CC=CC=1>[CH:19]1[C:18]2[C:17]3[C:12](=[CH:13][CH:14]=[CH:15][CH:16]=3)[C:11]3[C:24](=[CH:25][CH:26]=[CH:9][CH:10]=3)[C:23]=2[CH:22]=[CH:21][C:20]=1[C:29]1[CH:42]=[CH:41][C:32]2[S:33][C:34]3[CH:39]=[CH:38][C:37]([C:9]4[CH:26]=[CH:25][C:24]5[C:57]6[C:56](=[CH:61][CH:60]=[CH:59][CH:58]=6)[C:51]6[C:12](=[CH:13][CH:54]=[CH:55][CH:50]=6)[C:11]=5[CH:10]=4)=[CH:36][C:35]=3[C:31]=2[CH:30]=1 |f:3.4.5.6,7.8.9.10.11|. Reported procedure: 2.25 g (6.3 mmol) of 4,4,5,5-tetramethyl-2-(triphenylen-2-yl)-1,3,2-dioxaborolane, 0.92 g (2.7 mmol) of 2,8-dibromodibenzothiophene, 0.12 g (0.14 mmol) of Pd2 (dba)3, 0.22 g (0.53 mmol) of 2-dicyclohexylphosphino-2′,6′-dimethoxybiphenyl, 3.4 g (16.0 mmol) of K3PO4, 100 mL of toluene and 10 mL of water were charged in a 250 mL round bottom flask. The reaction mixture was purged with nitrogen for 20 min and then heated up to reflux for overnight with stirring. The reaction mixture was cooled and f... The reactants are OC1=C(C(=O)O)C=CC(=C1O)OC (2,3-dihydroxy-4-methoxybenzoic acid), CO (methanol), COC1=CCSCC1 (5,6-dihydro-4-methoxy-(2H)-thiopyran), COC1(CCSCC1)OC (4,4-dimethoxytetrahydro-(4H)-thiopyran), COC1(CCSCC1)OC (4,4-dimethoxytetrahydro-(4H)-thiopyran). The reagents and catalysts are CC1=CC=C(C=C1)S(=O)(=O)O (P-Toluenesulfonic acid). Solvent: C(C)(=O)OCC (Ethyl acetate). Conditions: temperature 145 celsius. The product is COC1=CC=C(C2=C1OC1(CCSCC1)O2)C(=O)O (7-methoxy-2′,3′,5′,6′-tetrahydro-spiro[1,3-benzodioxole-2,4′-(4H)-thiopyran]-4-carboxylic acid). Yield: 60.4%. Reaction SMILES: [CH3:1][O:2][C:3]1([O:9][CH3:10])[CH2:8][CH2:7][S:6][CH2:5][CH2:4]1.CO.COC1CCSCC=1.OC1C(O)=[C:29]([O:32][CH3:33])[CH:28]=[CH:27][C:23]=1[C:24]([OH:26])=[O:25]>CC1C=CC(S(O)(=O)=O)=CC=1.C(OCC)(=O)C>[CH3:33][O:32][C:29]1[C:1]2[O:2][C:3]3([O:9][C:10]=2[C:23]([C:24]([OH:26])=[O:25])=[CH:27][CH:28]=1)[CH2:8][CH2:7][S:6][CH2:5][CH2:4]3. Reported procedure: P-Toluenesulfonic acid (97 mg, 0.51 mmol) was added to 4,4-dimethoxytetrahydro-(4H)-thiopyran (20.7 g, 128 mmol) and the mixture was heated to 145° C. and kept at that temperature until approximately one equivalent of methanol (5.17 mL, 128 mmol) was distilled off. The mixture was then cooled to 130° C. and distillation under reduced pressure afforded 10.1 g of a 5:3 mixture of 5,6-dihydro-4-methoxy-(2H)-thiopyran [1H NMR (DMSO) δ 4.87 (m, 1H), 3.44 (s, 3H), 3.15 (dt, 2H), 2.72 (t, 2H), 2.22 (m,... The reactants are COC=1C=C(C=CC1OC)CCNCC(O)C1=CC=CC=C1 (N-[2-(3,4-dimethoxyphenyl)ethyl] -2-phenyl-2-hydroxyethylamine), FC(C(=O)O)(F)F (trifluoroacetic acid), S(O)(O)(=O)=O (sulfuric acid). The product is COC1=CC2=C(C(CNCC2)C2=CC=CC=C2)C=C1OC (7,8-dimethoxy-1-phenyl-2,3,4,5-tetrahydro-1H-3-benzazepine). As a reaction SMILES: [CH3:1][O:2][C:3]1[CH:4]=[C:5]([CH2:11][CH2:12][NH:13][CH2:14][CH:15]([C:17]2[CH:22]=[CH:21][CH:20]=[CH:19][CH:18]=2)O)[CH:6]=[CH:7][C:8]=1[O:9][CH3:10].FC(F)(F)C(O)=O.S(=O)(=O)(O)O>>[CH3:1][O:2][C:3]1[C:8]([O:9][CH3:10])=[CH:7][C:6]2[CH:15]([C:17]3[CH:22]=[CH:21][CH:20]=[CH:19][CH:18]=3)[CH2:14][NH:13][CH2:12][CH2:11][C:5]=2[CH:4]=1. Procedure details: A solution of 30.1 g. (0.1 mol) of N-[2-(3,4-dimethoxyphenyl)ethyl] -2-phenyl-2-hydroxyethylamine in 120 ml. of trifluoroacetic acid and 8.2 ml. of concentrated sulfuric acid is heated at reflux for 2 hours. After cooling to room temperature, the trifluoroacetic acid is removed under reduced pressure and 100 ml. of ice-water is added. This mixture is basified to pH 9-10 with 10% sodium hydroxide solution and thoroughly extracted with ethyl acetate. The extract is dried and evaporated to give 7,8... Starting materials: CC(C)=O, O=C(CNC(=O)OCc1ccc([N+](=O)[O-])cc1)Nc1ccc(C(=O)OCCl)cc1, [I-], [Na+]. The product is O=C(CNC(=O)OCc1ccc([N+](=O)[O-])cc1)Nc1ccc(C(=O)OCI)cc1. Reaction SMILES: [CH3:32][C:33](=[O:34])[CH3:35].[Cl:1][CH2:2][O:3][C:4]([c:5]1[cH:6][cH:7][c:8]([NH:11][C:12]([CH2:13][NH:14][C:15](=[O:16])[O:17][CH2:18][c:19]2[cH:20][cH:21][c:22]([N+:25](=[O:26])[O-:27])[cH:23][cH:24]2)=[O:28])[cH:9][cH:10]1)=[O:29].[I-:31].[Na+:30]>>[CH2:2]([O:3][C:4]([c:5]1[cH:6][cH:7][c:8]([NH:11][C:12]([CH2:13][NH:14][C:15](=[O:16])[O:17][CH2:18][c:19]2[cH:20][cH:21][c:22]([N+:25](=[O:26])[O-:27])[cH:23][cH:24]2)=[O:28])[cH:9][cH:10]1)=[O:29])[I:31].